This data is from the Open Reaction Database (ORD), a public repository of structured organic reaction records. The task is: describe an organic reaction: reactants, conditions, products, and yield Reactants: O=C(CC1CCCCC1)Nc1c(Cl)ccc2nc(Cl)ccc12, NCC(O)CO. The product is O=C(CC1CCCCC1)Nc1c(Cl)ccc2nc(NCC(O)CO)ccc12. RXN SMILES: [Cl:1][c:2]1[n:3][c:4]2[cH:5][cH:6][c:7]([Cl:22])[c:8]([NH:12][C:13]([CH2:14][CH:15]3[CH2:16][CH2:17][CH2:18][CH2:19][CH2:20]3)=[O:21])[c:9]2[cH:10][cH:11]1.[NH2:23][CH2:24][CH:25]([CH2:26][OH:27])[OH:28]>>[c:2]1([NH:23][CH2:24][CH:25]([CH2:26][OH:27])[OH:28])[n:3][c:4]2[cH:5][cH:6][c:7]([Cl:22])[c:8]([NH:12][C:13]([CH2:14][CH:15]3[CH2:16][CH2:17][CH2:18][CH2:19][CH2:20]3)=[O:21])[c:9]2[cH:10][cH:11]1. The reactants are C(C)C1=NC2=CC=CC=C2C(N1CCN1CCN(CC1)C1=CC(=CC=C1)C(F)(F)F)=O (2-ethyl-3-(2-(4-(3-(trifluoromethyl)phenyl)piperazine-1-yl)ethyl) quinazoline-4 (3H)-one), COC1=C(C=CC=C1)N1CCNCC1 (1-(2-methoxyphenyl)piperazine). The product is C(C)C1=NC2=CC=CC=C2C(N1CCN1CCN(CC1)C1=C(C=CC=C1)OC)=O (2-ethyl-3-(2-(4-(2-methoxyphenyl)piperazine-1-yl)ethyl)quinazoline-4 (3H)-one). RXN SMILES: [CH2:1]([C:3]1[N:12]([CH2:13][CH2:14][N:15]2[CH2:20][CH2:19][N:18]([C:21]3[CH:26]=[CH:25][CH:24]=[C:23](C(F)(F)F)[CH:22]=3)[CH2:17][CH2:16]2)[C:11](=[O:31])[C:10]2[C:5](=[CH:6][CH:7]=[CH:8][CH:9]=2)[N:4]=1)[CH3:2].[CH3:32][O:33]C1C=CC=CC=1N1CCNCC1>>[CH2:1]([C:3]1[N:12]([CH2:13][CH2:14][N:15]2[CH2:20][CH2:19][N:18]([C:21]3[CH:26]=[CH:25][CH:24]=[CH:23][C:22]=3[O:33][CH3:32])[CH2:17][CH2:16]2)[C:11](=[O:31])[C:10]2[C:5](=[CH:6][CH:7]=[CH:8][CH:9]=2)[N:4]=1)[CH3:2]. Procedure: This compound was prepared in compliance with the procedure described in 7d, using 1-(2-methoxyphenyl)piperazine instead of 1-(3-(trifluoromethyl)phenyl)piperazine. Starting materials: FC1=CC=C(C#N)C=C1 (4-fluorobenzonitrile), C1C(C)OC2(CCNCC2)O1 (4-piperidone propylene ketal). Run in ClCCl (dichloromethane), C([O-])([O-])=O.[Na+].[Na+] (sodium carbonate). Run at time 8 hour. Product: C1C(C)OC2(CCN(CC2)C2=CC=C(C=C2)C#N)O1 (N-(4-Cyanophenyl)-4-piperidone propylene ketal). As a reaction SMILES: F[C:2]1[CH:9]=[CH:8][C:5]([C:6]#[N:7])=[CH:4][CH:3]=1.[CH2:10]1[O:20][C:14]2([CH2:19][CH2:18][NH:17][CH2:16][CH2:15]2)[O:13][CH:11]1[CH3:12]>ClCCl.C(=O)([O-])[O-].[Na+].[Na+]>[CH2:10]1[O:20][C:14]2([CH2:19][CH2:18][N:17]([C:2]3[CH:9]=[CH:8][C:5]([C:6]#[N:7])=[CH:4][CH:3]=3)[CH2:16][CH2:15]2)[O:13][CH:11]1[CH3:12] |f:3.4.5|. Procedure: A mixture of 4-fluorobenzonitrile (1.22 g, 10.0 mmol) and 4-piperidone propylene ketal (2.02 g, 12.85 mmol) was stirred at room temperature overnight. The resulting mixture was diluted with dichloromethane and sodium carbonate solution and the aqueous layer was extracted with two additional portions of dichloromethane. The combined organic extracts were washed with brine and dried over Na2SO4. The solvent was removed in vacuo. PCTLC (SiO2, 6 mm, 10% EtOH-90% CHCl3) afforded the title compound (3... Starting materials: COc1cc2c(C)nc(OC(=O)N3CCN(C(=O)OC(C)(C)C)CC3)c([N+](=O)[O-])c2cc1OC, [Na+], [OH-], O=C(O)C(F)(F)F. The product is COc1cc2c(C)nc(OC(=O)N3CCNCC3)c([N+](=O)[O-])c2cc1OC. RXN SMILES: [C:1]([O:2][C:3](=[O:4])[N:8]1[CH2:9][CH2:10][N:11]([C:14](=[O:15])[O:16][c:17]2[n:18][c:19]([CH3:34])[c:20]3[cH:21][c:22]([O:32][CH3:33])[c:23]([O:30][CH3:31])[cH:24][c:25]3[c:26]2[N+:27](=[O:28])[O-:29])[CH2:12][CH2:13]1)([CH3:5])([CH3:6])[CH3:7].[Na+:43].[OH-:42].[OH:35][C:36]([C:37]([F:38])([F:39])[F:40])=[O:41]>>[NH:8]1[CH2:9][CH2:10][N:11]([C:14](=[O:15])[O:16][c:17]2[n:18][c:19]([CH3:34])[c:20]3[cH:21][c:22]([O:32][CH3:33])[c:23]([O:30][CH3:31])[cH:24][c:25]3[c:26]2[N+:27](=[O:28])[O-:29])[CH2:12][CH2:13]1. Starting materials: C1=NC=CC2=CC=CC(=C12)C(C)=O (1-(isoquinolin-8-yl)ethanone), [BH4-].[Na+] (sodium borohydride). The solvent is CCO (EtOH). Conditions: time 8 hour. Product: C1=NC=CC2=CC=CC(=C12)C(C)O (1-(isoquinolin-8-yl)ethanol). As a reaction SMILES: [CH:1]1[C:10]2[C:5](=[CH:6][CH:7]=[CH:8][C:9]=2[C:11](=[O:13])[CH3:12])[CH:4]=[CH:3][N:2]=1.[BH4-].[Na+]>CCO>[CH:1]1[C:10]2[C:5](=[CH:6][CH:7]=[CH:8][C:9]=2[CH:11]([OH:13])[CH3:12])[CH:4]=[CH:3][N:2]=1 |f:1.2|. Procedure: 1-(isoquinolin-8-yl)ethanone (0.64 g, 3.74 mmol) in EtOH (37 mL) was added with sodium borohydride (2.26 g, 59.8 mmol). The reaction mixture was stirred overnight. The reaction mixture was quenched with 1M NaOH and extracted with DCM. Purified by normal phase chromatography (10-60% EtOAc in hexane) to yield 1-(isoquinolin-8-yl)ethanol as an oil. Chiral separation (ChiralPak AD-H) provided (S)-1-(isoquinolin-8-yl)ethanol and (R)-1-(isoquinolin-8-yl)ethanol. The reactants are COc1ccccc1B(O)O, Clc1nc(Nc2cc[nH]n2)cc2ccccc12. The product is COc1ccccc1-c1nc(Nc2cc[nH]n2)cc2ccccc12. RXN SMILES: [CH3:18][O:19][c:20]1[c:21]([B:26]([OH:27])[OH:28])[cH:22][cH:23][cH:24][cH:25]1.[Cl:1][c:2]1[n:3][c:4]([NH:12][c:13]2[n:14][nH:15][cH:16][cH:17]2)[cH:5][c:6]2[cH:7][cH:8][cH:9][cH:10][c:11]12>>[c:2]1(-[c:21]2[c:20]([O:19][CH3:18])[cH:25][cH:24][cH:23][cH:22]2)[n:3][c:4]([NH:12][c:13]2[n:14][nH:15][cH:16][cH:17]2)[cH:5][c:6]2[cH:7][cH:8][cH:9][cH:10][c:11]12.